describe an organic reaction: reactants, conditions, products, and yield From a dataset of the Open Reaction Database (ORD), a public repository of structured organic reaction records. Reactants: C(=O)(OCC1C2=CC=CC=C2C2=CC=CC=C12)N[C@@H]([C@@H](C)CC)C(=O)SN[C@@H](CC1=CC=CC=C1)CO (Fmoc-NH-L-Ile-S-Phe-CH2OH), C1=CC=CC=2C3=CC=CC=C3C(C12)COC(=O)N[C@H](CC(C)C)C(=O)O (N-(9-fluorenylmethoxycarbonyl)-D-leucine), C1CCC(CC1)N=C=NC2CCCCC2 (DCC), C=1C=CC2=C(C1)N=NN2O (HOBt). Run in N1CCCCC1 (piperidine), CN(C)C=O (DMF), CN(C)C=O (DMF). Conditions: temperature 25 celsius, time 15 minute. Yields the product C(=O)(OCC1C2=CC=CC=C2C2=CC=CC=C12)N[C@H](CC(C)C)C(=O)N[C@@H]([C@@H](C)CC)C(=O)SN[C@@H](CC1=CC=CC=C1)CO (Fmoc-NH-D-Leu-L-Ile-S-Phe-CH2OH). The yield is 17.3%. Reaction SMILES: C([NH:18][C@H:19]([C:24]([S:26][NH:27][C@H:28]([CH2:36][OH:37])[CH2:29][C:30]1[CH:35]=[CH:34][CH:33]=[CH:32][CH:31]=1)=[O:25])[C@H:20]([CH2:22][CH3:23])[CH3:21])(OCC1C2C(=CC=CC=2)C2C1=CC=CC=2)=O.[CH:38]1[C:50]2[CH:49]([CH2:51][O:52][C:53]([NH:55][C@@H:56]([C:61]([OH:63])=O)[CH2:57][CH:58]([CH3:60])[CH3:59])=[O:54])[C:48]3[C:43](=[CH:44][CH:45]=[CH:46][CH:47]=3)[C:42]=2[CH:41]=[CH:40][CH:39]=1.C1CCC(N=C=NC2CCCCC2)CC1.C1C=CC2N(O)N=NC=2C=1>N1CCCCC1.CN(C=O)C>[C:53]([NH:55][C@@H:56]([C:61]([NH:18][C@H:19]([C:24]([S:26][NH:27][C@H:28]([CH2:36][OH:37])[CH2:29][C:30]1[CH:31]=[CH:32][CH:33]=[CH:34][CH:35]=1)=[O:25])[C@H:20]([CH2:22][CH3:23])[CH3:21])=[O:63])[CH2:57][CH:58]([CH3:59])[CH3:60])([O:52][CH2:51][CH:49]1[C:48]2[C:43](=[CH:44][CH:45]=[CH:46][CH:47]=2)[C:42]2[C:50]1=[CH:38][CH:39]=[CH:40][CH:41]=2)=[O:54]. Procedure: Dipeptide Fmoc-NH-L-Ile-S-Phe-CH2OH (1b) (2.0 g, 4.11 mmol) was taken in 20% piperidine in DMF (20 mL) and stirred for 15 minutes at 25° C., TLC examination showed complete removal of the Fmoc protecting group (NH2-L-Ile-S-Phe-CH2OH), further confirmed by LC/MS examination, which showed M+−1 (263.3) peak. The reaction mixture was concentrated in vacuo, excess of the piperidine was removed by co-evaporating with toluene (2×20 mL), the free amino dipeptide was further dried over high vacumn for 30...